From a dataset of the Open Reaction Database (ORD), a public repository of structured organic reaction records. describe an organic reaction: reactants, conditions, products, and yield The reactants are COC(C(C=1N(C(C2=CC(=CC=C2C1C=1C(=C2CCCOC2=CC1)C)O)=O)C)O)=O (Hydroxyl-[7-hydroxy-2-methyl-4-(5-methyl-chroman-6-yl)-1-oxo-1,2-dihydro-isoquinolin-3-yl]-acetic acid methyl ester), HClO4, resultant mixture. Run in O (water), C(C)(C)(C)OC(=O)C (t-BuOAc). The product is C.COC(C(C=1N(C(C2=CC(=CC=C2C1C=1C(=C2CCCOC2=CC1)C)O)=O)C)OC(C)(C)C)=O (tert-Butoxy-[7-hydroxy-2-methyl-4-(5-methyl-chroman-6-yl)-1-oxo-1,2-dihydro-isoquinolin-3-yl]-acetic acid methyl ester; compound with methane). The yield is 85.0%. RXN SMILES: [CH3:1][O:2][C:3](=[O:30])[CH:4]([OH:29])[C:5]1[N:6]([CH3:28])[C:7](=[O:27])[C:8]2[C:13]([C:14]=1[C:15]1[C:16]([CH3:25])=[C:17]3[C:22](=[CH:23][CH:24]=1)[O:21][CH2:20][CH2:19][CH2:18]3)=[CH:12][CH:11]=[C:10]([OH:26])[CH:9]=2>C(OC(C)=O)(C)(C)C.O>[CH4:1].[CH3:1][O:2][C:3](=[O:30])[CH:4]([O:29][C:8]([CH3:13])([CH3:9])[CH3:7])[C:5]1[N:6]([CH3:28])[C:7](=[O:27])[C:8]2[C:13]([C:14]=1[C:15]1[C:16]([CH3:25])=[C:17]3[C:22](=[CH:23][CH:24]=1)[O:21][CH2:20][CH2:19][CH2:18]3)=[CH:12][CH:11]=[C:10]([OH:26])[CH:9]=2 |f:3.4|. Reported procedure: To a solution of Hydroxyl-[7-hydroxy-2-methyl-4-(5-methyl-chroman-6-yl)-1-oxo-1,2-dihydro-isoquinolin-3-yl]-acetic acid methyl ester (600 mg, 1.465 mmol) in t-BuOAc (10 ml) was added HClO4 (512 mg, 5.12 mmol). The resultant mixture was stirred at RT under N2 for 2 h. The reaction mixture was diluted with water and extracted with EA (50 mL*3), dried over sodium sulfate and concentrated to dryness. The mixture was purified by chromatography column on silica gel to afford the title product (300 mg,... Reactants: FC1=CC=C(C=O)C=C1 (4-fluorobenzaldehyde), [Cl-].[NH4+] (ammonium chloride), Cl (HCl), CCCCCC.C(CCC)[Li] (n-butyllithium hexane), C(C1=CC=CC=C1)OC1=C(C=CC=C1)Br (1-benzyloxy-2-bromobenzene). Reagents/catalysts: [OH-].[Pd+2].[OH-] (palladium hydroxide). Run in C1CCOC1 (THF), CO (methanol), C1CCOC1 (THF). Reaction conditions: time 20 minute. Product: FC1=CC=C(CC2=C(C=CC=C2)O)C=C1 (2-(4-Fluorobenzyl)phenol). The yield is 76.4%. Reaction SMILES: CCCCCC.C([Li])CCC.C([O:19][C:20]1[CH:25]=[CH:24][CH:23]=[CH:22][C:21]=1Br)C1C=CC=CC=1.[F:27][C:28]1[CH:35]=[CH:34][C:31]([CH:32]=O)=[CH:30][CH:29]=1.[Cl-].[NH4+].Cl>C1COCC1.CO.[OH-].[Pd+2].[OH-]>[F:27][C:28]1[CH:35]=[CH:34][C:31]([CH2:32][C:21]2[CH:22]=[CH:23][CH:24]=[CH:25][C:20]=2[OH:19])=[CH:30][CH:29]=1 |f:0.1,4.5,9.10.11|. Procedure: In a nitrogen stream, an n-butyllithium hexane solution (1.59 M, 4.9 mL) was added dropwise to a solution of 1-benzyloxy-2-bromobenzene (2.04 g, 7.75 mmol) in THF (60 mL) at −78° C. and the mixture was stirred at the same temperature for 20 minutes. To this solution, a solution of 4-fluorobenzaldehyde (801 mg, 6.45 mmol) in THF (10 mL) was added dropwise at −78° C. The mixture was stirred at the same temperature for 1.5 hours, and then a saturated ammonium chloride aqueous solution was added the...